This data is from the Open Reaction Database (ORD), a public repository of structured organic reaction records. The task is: describe an organic reaction: reactants, conditions, products, and yield Reactants: CC(C)c1ccc(NC(=O)C2CCC3(CC2)SCC(C(=O)OC(C)(C)C)N3C(=O)c2ccccc2)cc1, ClCCl, O=C(O)C(F)(F)F. Reaction SMILES: [C:1]([c:2]1[cH:3][cH:4][cH:5][cH:6][cH:7]1)(=[O:8])[N:9]1[CH:10]([C:31](=[O:32])[O:33][C:34]([CH3:35])([CH3:36])[CH3:37])[CH2:11][S:12][C:13]12[CH2:14][CH2:15][CH:16]([C:19](=[O:20])[NH:21][c:22]1[cH:23][cH:24][c:25]([CH:28]([CH3:29])[CH3:30])[cH:26][cH:27]1)[CH2:17][CH2:18]2.[CH2:45]([Cl:46])[Cl:47].[OH:38][C:39]([C:40]([F:41])([F:42])[F:43])=[O:44]>>[C:1]([c:2]1[cH:3][cH:4][cH:5][cH:6][cH:7]1)(=[O:8])[N:9]1[CH:10]([C:31](=[O:32])[OH:33])[CH2:11][S:12][C:13]12[CH2:14][CH2:15][CH:16]([C:19](=[O:20])[NH:21][c:22]1[cH:23][cH:24][c:25]([CH:28]([CH3:29])[CH3:30])[cH:26][cH:27]1)[CH2:17][CH2:18]2. The product is CC(C)c1ccc(NC(=O)C2CCC3(CC2)SCC(C(=O)O)N3C(=O)c2ccccc2)cc1. Reactants: C(C1=CC=CC=C1)SC1=NC(=CC(=N1)NS(=O)(=O)C)NCCO (N-{2-(Benzylthio)-6-[(2-hydroxyethyl)amino]pyrimidin-4-yl}methanesulfonamide), NC[C@@H](C)O ((2R)-1-amino-2-propanol), CCOC(=O)C (EtOAc), Cl (hydrochloric acid). Solvent: CN1CCCC1=O (NMP), O (H2O). Conditions: temperature 80 celsius. Yields the product C(C1=CC=CC=C1)SC1=NC(=CC(=N1)NS(=O)(=O)C)NC[C@@H](C)O (N-(2-(Benzylthio)-6-{[(2R)-2-hydroxypropyl]amino}pyrimidin-4-yl)methanesulfonamide). As a reaction SMILES: [CH2:1]([S:8][C:9]1[N:14]=[C:13]([NH:15][S:16]([CH3:19])(=[O:18])=[O:17])[CH:12]=[C:11]([NH:20][CH2:21][CH2:22][OH:23])[N:10]=1)[C:2]1[CH:7]=[CH:6][CH:5]=[CH:4][CH:3]=1.N[CH2:25][C@H](O)C.CCOC(C)=O.Cl>CN1C(=O)CCC1.O>[CH2:1]([S:8][C:9]1[N:14]=[C:13]([NH:15][S:16]([CH3:19])(=[O:17])=[O:18])[CH:12]=[C:11]([NH:20][CH2:21][C@H:22]([OH:23])[CH3:25])[N:10]=1)[C:2]1[CH:3]=[CH:4][CH:5]=[CH:6][CH:7]=1. Reported procedure: To the subtitle product of Example 19 step (0.20 g) in NMP (2 ml) was added (2R)-1-amino-2-propanol (0.46 g) and the reaction was heated at 80° C. for 6 h. To the reaction was added EtOAc (50 ml) and H2O (20 ml). This solution was acidified with aqueous hydrochloric acid. The organic layer separated and washed with H2O (2×20 ml), brine (20 ml) and the organic layer was dried (MgSO4) and the solvent removed under reduced pressure to give a solid. This material was purified by reverse phase HPLC (... Starting materials: CCCCCC.CC(C)O (hexane iPrOH), C(Cl)(Cl)Cl (CHCl3). Yields the product C(CC1=CC=CC=C1)[C@@H]1OC1 ((S)-2-phenethyloxirane). Isolated yield 74.0%. RXN SMILES: [CH3:1][CH2:2][CH2:3][CH2:4][CH2:5][CH3:6].[CH3:7][CH:8]([OH:10])[CH3:9].[CH:11](Cl)(Cl)Cl>>[CH2:7]([C@H:8]1[CH2:9][O:10]1)[CH2:11][C:3]1[CH:2]=[CH:1][CH:6]=[CH:5][CH:4]=1 |f:0.1|. Procedure: Colorless oily substance, 74% yield, 97% ee (CHIRALPAK IC, hexane/iPrOH 99.9:0.1); [α]D22 −16.3° (c=0.38, CHCl3)): δ7.32-7.28 (m, 2H), 7.22-7.18 (m, 3H), 2.98-2.93 (m, 1H), 2.87-2.72 (m, 3H), 2.49-2.47 (dd, J=2.7, 5.1 Hz, 1H), 1.93-1.79 ppm (m, 2H). The reactants are C(C1=CC=CC=C1)N1CCNC(CC1)=O (1-Benzylhexahydro-(5H)-1,4-diazepine-5-one), C(C)O (ethanol), [H][H] (hydrogen). The reagents and catalysts are [OH-].[OH-].[Pd+2] (palladium hydroxide on carbon). Solvent: C(C)(=O)O (acetic acid). Product: C(C)(=O)O.N1CCNC(CC1)=O (hexahydro-(5H)-1,4-diazepin-5-one acetic acid salt). The yield is 96.0%. RXN SMILES: C([N:8]1[CH2:14][CH2:13][C:12](=[O:15])[NH:11][CH2:10][CH2:9]1)C1C=CC=CC=1.[H][H].C([OH:20])C>C(O)(=O)C.[OH-].[OH-].[Pd+2]>[C:12]([OH:15])(=[O:20])[CH3:13].[NH:8]1[CH2:14][CH2:13][C:12](=[O:15])[NH:11][CH2:10][CH2:9]1 |f:4.5.6,7.8|. Reported procedure: 1-Benzylhexahydro-(5H)-1,4-diazepine-5-one (1.5 g, 7.34 mmol) was dissolved in 12 mL of ethanol and 6 mL of acetic acid. After addition of 150 mg of 20% palladium hydroxide on carbon, the mixture was shaken under 40 psi of hydrogen for 4 h. The resulting mixture was centrifuged and the supernatant was filtered through a 0.45 micron membrane filter. The catalyst was washed with ethanol (3×10 mL), and the combined filtrate was concentrated in vacuo to give a yellow oil which began to crystallize. ... Starting materials: C(C)(=O)C1=CC(=C(C(=C1)Cl)NC1=NC2=C(C=3C(NC=CC13)=O)C=C(C=C2)B2OC(C(O2)(C)C)(C)C)Cl (5-[(4-acetyl-2,6-dichlorophenyl)amino]-9-(4,4,5,5-tetramethyl-1,3,2-dioxaborolan-2-yl)benzo[c]-2,6-naphthyridin-1(2H)-one), BrC=1N=C(SC1)C(C)(C)O (2-(4-bromo-1,3-thiazol-2-yl)propan-2-ol), C([O-])([O-])=O.[Na+].[Na+] (sodium carbonate). Reagents/catalysts: C=1C=CC(=CC1)[P](C=2C=CC=CC2)(C=3C=CC=CC3)[Pd]([P](C=4C=CC=CC4)(C=5C=CC=CC5)C=6C=CC=CC6)([P](C=7C=CC=CC7)(C=8C=CC=CC8)C=9C=CC=CC9)[P](C=1C=CC=CC1)(C=1C=CC=CC1)C=1C=CC=CC1 (Pd(Ph3P)4). The solvent is C1CCOC1 (THF), C(C)(=O)OCC (ethyl acetate). Conditions: temperature 80 celsius. Yields the product C(C)(=O)C1=CC(=C(C(=C1)Cl)NC1=NC2=C(C=3C(NC=CC13)=O)C=C(C=C2)C=2N=C(SC2)C(C)(C)O)Cl (5-[(4-Acetyl-2,6-dichlorophenyl)amino]-9-[2-(1-hydroxy-1-methylethyl)-1,3-thiazol-4-yl]benzo[c]-2,6-naphthyridin-1(2H)-one). As a reaction SMILES: [C:1]([C:4]1[CH:9]=[C:8]([Cl:10])[C:7]([NH:11][C:12]2[C:21]3[CH:20]=[CH:19][NH:18][C:17](=[O:22])[C:16]=3[C:15]3[CH:23]=[C:24](B4OC(C)(C)C(C)(C)O4)[CH:25]=[CH:26][C:14]=3[N:13]=2)=[C:6]([Cl:36])[CH:5]=1)(=[O:3])[CH3:2].Br[C:38]1[N:39]=[C:40]([C:43]([OH:46])([CH3:45])[CH3:44])[S:41][CH:42]=1.C(=O)([O-])[O-].[Na+].[Na+]>C1COCC1.C(OCC)(=O)C.C1C=CC([P]([Pd]([P](C2C=CC=CC=2)(C2C=CC=CC=2)C2C=CC=CC=2)([P](C2C=CC=CC=2)(C2C=CC=CC=2)C2C=CC=CC=2)[P](C2C=CC=CC=2)(C2C=CC=CC=2)C2C=CC=CC=2)(C2C=CC=CC=2)C2C=CC=CC=2)=CC=1>[C:1]([C:4]1[CH:9]=[C:8]([Cl:10])[C:7]([NH:11][C:12]2[C:21]3[CH:20]=[CH:19][NH:18][C:17](=[O:22])[C:16]=3[C:15]3[CH:23]=[C:24]([C:38]4[N:39]=[C:40]([C:43]([OH:46])([CH3:45])[CH3:44])[S:41][CH:42]=4)[CH:25]=[CH:26][C:14]=3[N:13]=2)=[C:6]([Cl:36])[CH:5]=1)(=[O:3])[CH3:2] |f:2.3.4,^1:67,69,88,107|. Reported procedure: To a solution of 5-[(4-acetyl-2,6-dichlorophenyl)amino]-9-(4,4,5,5-tetramethyl-1,3,2-dioxaborolan-2-yl)benzo[c]-2,6-naphthyridin-1(2H)-one (135 mg, 0.26 mmol) in THF (4 mL) was added 2-(4-bromo-1,3-thiazol-2-yl)propan-2-ol (114 mg, 0.52 mmol), Pd(Ph3P)4 (60 mg, 0.05 mmol) and sodium carbonate (0.129 mL, 0.26 mmol, 2M in water). The reaction was heated to 80° C. for 16 h. The reaction was diluted with ethyl acetate and extracted with water. The organic layer was dried with sodium sulfate, filtere... The reactants are CCO, O=C(Cc1cnccn1)c1ccc(Cl)cc1, Cl, NO, [Na+], [Na+], O=C([O-])[O-], O. Yields the product ON=C(Cc1cnccn1)c1ccc(Cl)cc1. RXN SMILES: [CH3:27][CH2:28][OH:29].[Cl:1][c:2]1[cH:3][cH:4][c:5]([C:8]([CH2:9][c:10]2[n:11][cH:12][cH:13][n:14][cH:15]2)=[O:16])[cH:6][cH:7]1.[ClH:17].[NH2:18][OH:19].[Na+:20].[Na+:21].[O-:22][C:23](=[O:24])[O-:25].[OH2:26]>>[Cl:1][c:2]1[cH:3][cH:4][c:5]([C:8]([CH2:9][c:10]2[n:11][cH:12][cH:13][n:14][cH:15]2)=[N:18][OH:19])[cH:6][cH:7]1. Yields the product C(C1=CC=CC=C1)OCCCC1=NC=CC(=N1)NC(=NCC(F)(F)F)N (2-(3-benzyloxypropyl)-4-[2-(2,2,2-trifluoroethyl)guanidino]pyrimidine). RXN SMILES: [CH2:1]([O:8][CH2:9][CH2:10][CH2:11][C:12]1[N:17]=[C:16]([NH:18][C:19]([NH:21][CH2:22][C:23]([F:26])([F:25])[F:24])=S)[CH:15]=[CH:14][N:13]=1)[C:2]1[CH:7]=[CH:6][CH:5]=[CH:4][CH:3]=1.[NH3:27]>>[CH2:1]([O:8][CH2:9][CH2:10][CH2:11][C:12]1[N:17]=[C:16]([NH:18][C:19]([NH2:27])=[N:21][CH2:22][C:23]([F:26])([F:25])[F:24])[CH:15]=[CH:14][N:13]=1)[C:2]1[CH:7]=[CH:6][CH:5]=[CH:4][CH:3]=1. Starting materials: C(C1=CC=CC=C1)OCCCC1=NC=CC(=N1)NC(=S)NCC(F)(F)F (2-(3-benzyloxypropyl)-4-[3-(2,2,2-trifluoroethyl)thioureido]pyrimidine), mercuric oxide, N (ammonia). Reported procedure: This thiourea was stirred for 18 hours with yellow mercuric oxide (10 g.) in methanolic ammonia (250 ml.). The mixture was filtered, the filtrate was evaporated to dryness and the residue was extracted with hot CH2Cl2. Evaporation of the CH2Cl2 solution gave 2-(3-benzyloxypropyl)-4-[2-(2,2,2-trifluoroethyl)guanidino]pyrimidine (9.2 g.) which was used without further purification. Starting materials: C(C#CC)(=O)O (But-2-ynoic acid), C(CCl)Cl (EDC), N1=CC=CC=C1 (pyridine), C(C)(C)(C)OC(=O)N1CCN(CC1)S(=O)(=O)C1=CC=C(C=C1)N (4-(4-amino-benzenesulfonyl)-piperazine-1-carboxylic acid tert-butyl ester). Solvent: C1CCOC1.CC(=O)N(C)C (THF DMA), C(C)(=O)OCC (ethyl acetate). Run at time 1 hour. Product: C(C)(C)(C)OC(=O)N1CCN(CC1)S(=O)(=O)C1=CC=C(C=C1)NC(C#CC)=O (4-[4-(1-Oxo-but-2-ynylamino)-benzenesulfonyl]-piperazine-1-carboxylic acid tert-butyl ester). The yield is 20.8%. As a reaction SMILES: [C:1]([OH:6])(=O)[C:2]#[C:3][CH3:4].N1C=CC=CC=1.[C:13]([O:17][C:18]([N:20]1[CH2:25][CH2:24][N:23]([S:26]([C:29]2[CH:34]=[CH:33][C:32]([NH2:35])=[CH:31][CH:30]=2)(=[O:28])=[O:27])[CH2:22][CH2:21]1)=[O:19])([CH3:16])([CH3:15])[CH3:14].C(Cl)CCl>C1COCC1.CC(N(C)C)=O.C(OCC)(=O)C>[C:13]([O:17][C:18]([N:20]1[CH2:25][CH2:24][N:23]([S:26]([C:29]2[CH:30]=[CH:31][C:32]([NH:35][C:1](=[O:6])[C:2]#[C:3][CH3:4])=[CH:33][CH:34]=2)(=[O:28])=[O:27])[CH2:22][CH2:21]1)=[O:19])([CH3:16])([CH3:14])[CH3:15] |f:4.5|. Reported procedure: But-2-ynoic acid (0.19 g, 2.36 mmol) followed by pyridine (0.6 ml), were added sequentially portion wise to a stirred solution of 4-(4-amino-benzenesulfonyl)-piperazine-1-carboxylic acid tert-butyl ester (0.2 g, 0.59 mmol) in THF/DMA (3:2, 5 ml) at room temperature. To this mixture was added EDC (0.6 g, 3.1 mmol) in one portion and the mixture was stirred at room temperature under a nitrogen atmosphere for 1 hour. After this time the mixture was diluted with ethyl acetate (50 ml) and washed with... Starting materials: [Li]CCCC, COC(=O)CCc1ccc(OC)c(OC)c1, CCCCCC, COP(C)(=O)OC, [Cl-], [Na+], C1CCOC1. Yields the product COc1ccc(CCC(=O)CP(=O)(OC)OC)cc1OC. RXN SMILES: [CH2:1]([Li:2])[CH2:3][CH2:4][CH3:5].[CH3:13][O:14][c:15]1[cH:16][c:17]([CH2:23][CH2:24][C:25](=[O:26])[O:27][CH3:28])[cH:18][cH:19][c:20]1[O:21][CH3:22].[CH3:29][CH2:30][CH2:31][CH2:32][CH2:33][CH3:34].[CH3:6][P:7]([O:8][CH3:9])([O:10][CH3:11])=[O:12].[Cl-:41].[Na+:40].[O:35]1[CH2:36][CH2:37][CH2:38][CH2:39]1>>[CH2:6]([P:7]([O:8][CH3:9])([O:10][CH3:11])=[O:12])[C:25]([CH2:24][CH2:23][c:17]1[cH:16][c:15]([O:14][CH3:13])[c:20]([O:21][CH3:22])[cH:19][cH:18]1)=[O:26].